This data is from the Open Reaction Database (ORD), a public repository of structured organic reaction records. The task is: describe an organic reaction: reactants, conditions, products, and yield Starting materials: CC(=O)O[BH-](OC(C)=O)OC(C)=O, COC(=O)Cc1cccc(OCCCNCc2cccc(C(F)(F)F)c2Cl)c1, CC(=O)O, ClCCl, [Na+], O, CC(C=O)c1ccsc1. Product: COC(=O)Cc1cccc(OCCCN(Cc2cccc(C(F)(F)F)c2Cl)CC(C)c2ccsc2)c1. As a reaction SMILES: [C:42]([O:43][BH-:44]([O:45][C:46](=[O:47])[CH3:48])[O:49][C:50](=[O:51])[CH3:52])(=[O:53])[CH3:54].[CH3:1][O:2][C:3]([CH2:4][c:5]1[cH:6][c:7]([O:11][CH2:12][CH2:13][CH2:14][NH:15][CH2:16][c:17]2[c:18]([Cl:27])[c:19]([C:23]([F:24])([F:25])[F:26])[cH:20][cH:21][cH:22]2)[cH:8][cH:9][cH:10]1)=[O:28].[CH3:29][C:30](=[O:31])[OH:32].[Cl:56][CH2:57][Cl:58].[Na+:55].[OH2:59].[s:33]1[cH:34][c:35]([CH:38]([CH:39]=[O:40])[CH3:41])[cH:36][cH:37]1>>[CH3:1][O:2][C:3]([CH2:4][c:5]1[cH:6][c:7]([O:11][CH2:12][CH2:13][CH2:14][N:15]([CH2:16][c:17]2[c:18]([Cl:27])[c:19]([C:23]([F:24])([F:25])[F:26])[cH:20][cH:21][cH:22]2)[CH2:39][CH:38]([c:35]2[cH:34][s:33][cH:37][cH:36]2)[CH3:41])[cH:8][cH:9][cH:10]1)=[O:28]. Starting materials: ClCCl, CNC, CCOC(=O)c1cc(S(=O)(=O)Cl)c(F)cc1OCC. Yields the product CCOC(=O)c1cc(S(=O)(=O)N(C)C)c(F)cc1OCC. As a reaction SMILES: [CH2:23]([Cl:24])[Cl:25].[CH3:20][NH:21][CH3:22].[Cl:1][S:2](=[O:3])(=[O:4])[c:5]1[c:6]([F:19])[cH:7][c:8]([O:16][CH2:17][CH3:18])[c:9]([C:10](=[O:11])[O:12][CH2:13][CH3:14])[cH:15]1>>[S:2](=[O:3])(=[O:4])([c:5]1[c:6]([F:19])[cH:7][c:8]([O:16][CH2:17][CH3:18])[c:9]([C:10](=[O:11])[O:12][CH2:13][CH3:14])[cH:15]1)[N:21]([CH3:20])[CH3:22]. Starting materials: CCO, C=C(C)c1c(Cl)ccc(C(=O)OC)c1SC, [Na+], [OH-], O. Product: C=C(C)c1c(Cl)ccc(C(=O)O)c1SC. RXN SMILES: [CH3:19][CH2:20][OH:21].[Cl:3][c:4]1[c:5]([C:16](=[CH2:17])[CH3:18])[c:6]([S:14][CH3:15])[c:7]([C:8](=[O:9])[O:10][CH3:11])[cH:12][cH:13]1.[Na+:2].[OH-:1].[OH2:22]>>[Cl:3][c:4]1[c:5]([C:16](=[CH2:17])[CH3:18])[c:6]([S:14][CH3:15])[c:7]([C:8](=[O:9])[OH:10])[cH:12][cH:13]1.